From a dataset of the Open Reaction Database (ORD), a public repository of structured organic reaction records. describe an organic reaction: reactants, conditions, products, and yield Reactants: O=c1c2c([nH]n1-c1ccc(Cl)cc1)CCCCC2, NNc1ccc(Cl)cc1, Cl, O=C1C=CN=N1, O=P(Cl)(Cl)Cl. The product is Clc1ccc(-n2nc3c(c2Cl)CCCCC3)cc1. RXN SMILES: [Cl:11][c:12]1[cH:13][cH:14][c:15](-[n:18]2[nH:19][c:20]3[c:21]([c:22]2=[O:23])[CH2:24][CH2:25][CH2:26][CH2:27][CH2:28]3)[cH:16][cH:17]1.[Cl:2][c:3]1[cH:4][cH:5][c:6]([NH:7][NH2:8])[cH:9][cH:10]1.[ClH:1].[N:29]1=[N:34][C:32](=[O:33])[CH:31]=[CH:30]1.[P:35]([Cl:36])([Cl:37])([Cl:38])=[O:39]>>[Cl:2][c:22]1[n:18](-[c:15]2[cH:14][cH:13][c:12]([Cl:11])[cH:17][cH:16]2)[n:19][c:20]2[c:21]1[CH2:24][CH2:25][CH2:26][CH2:27][CH2:28]2. Reactants: ClC1=C(CN(CCCO)CC(C2=CC=CC=C2)C2=CC=CC=C2)C=CC=C1C(F)(F)F (3-[(2-chloro-3-trifluoromethyl-benzyl)-2,2-diphenylethyl-amino]-propan-1-ol), COC(C1=CC(=CC=C1)O)=O (3-hydroxy-benzoic acid methyl ester), CC(C)OC(=O)/N=N/C(=O)OC(C)C (DIAD), C1(=CC=CC=C1)P(C1=CC=CC=C1)C1=CC=CC=C1 (triphenylphosphine). The solvent is C1(=CC=CC=C1)C (toluene). Run at time 15 minute. Yields the product Cl.COC(C1=CC(=CC=C1)OCCCN(CC(C1=CC=CC=C1)C1=CC=CC=C1)CC1=C(C(=CC=C1)C(F)(F)F)Cl)=O (3-{3-[(2-Chloro-3-trifluoromethyl-benzyl)-2,2-diphenylethyl-amino]-propoxy}-benzoic acid methyl ester hydrochloride salt). Yield: 60.3%. Reaction SMILES: [Cl:1][C:2]1[C:27]([C:28]([F:31])([F:30])[F:29])=[CH:26][CH:25]=[CH:24][C:3]=1[CH2:4][N:5]([CH2:10][CH:11]([C:18]1[CH:23]=[CH:22][CH:21]=[CH:20][CH:19]=1)[C:12]1[CH:17]=[CH:16][CH:15]=[CH:14][CH:13]=1)[CH2:6][CH2:7][CH2:8][OH:9].[CH3:32][O:33][C:34](=[O:42])[C:35]1[CH:40]=[CH:39][CH:38]=[C:37](O)[CH:36]=1.C1(P(C2C=CC=CC=2)C2C=CC=CC=2)C=CC=CC=1.CC(OC(/N=N/C(OC(C)C)=O)=O)C>C1(C)C=CC=CC=1>[ClH:1].[CH3:32][O:33][C:34](=[O:42])[C:35]1[CH:40]=[CH:39][CH:38]=[C:37]([O:9][CH2:8][CH2:7][CH2:6][N:5]([CH2:4][C:3]2[CH:24]=[CH:25][CH:26]=[C:27]([C:28]([F:29])([F:30])[F:31])[C:2]=2[Cl:1])[CH2:10][CH:11]([C:12]2[CH:17]=[CH:16][CH:15]=[CH:14][CH:13]=2)[C:18]2[CH:19]=[CH:20][CH:21]=[CH:22][CH:23]=2)[CH:36]=1 |f:5.6|. Procedure details: To a solution of 3-[(2-chloro-3-trifluoromethyl-benzyl)-2,2-diphenylethyl-amino]-propan-1-ol (0.60 g, 1.34 mmol) in toluene (4 mL) at RT was added 3-hydroxy-benzoic acid methyl ester (0.22 g, 1.45 mmol). The mixture was treated with polymer bound triphenylphosphine (0.82 g, 2.50 mmol, 3 mmol/g, Fluka Chemie) (0.71 g, 2.14 mmol, 3 mmol/g, Fluka Chemie). After 15 minutes of stirring, the mixture was treated with DIAD (0.33 mL, 1.67 mmol) and was stirred overnight at RT. The reaction mixture was fi... Reactants: CC(C)(C)OC(=O)N1CCC(O)CC1, O=C1NCCn2c1cc1cc(O)cnc12, c1ccc(P(c2ccccc2)c2ccccc2)cc1. The product is CC(C)(C)OC(=O)N1CCC(Oc2cnc3c(c2)cc2n3CCNC2=O)CC1. Reaction SMILES: [OH:16][CH:17]1[CH2:18][CH2:19][N:20]([C:23](=[O:24])[O:25][C:26]([CH3:27])([CH3:28])[CH3:29])[CH2:21][CH2:22]1.[OH:1][c:2]1[cH:3][n:4][c:5]2[n:6]3[c:11]([cH:12][c:13]2[cH:14]1)[C:10](=[O:15])[NH:9][CH2:8][CH2:7]3.[c:30]1([P:31]([c:32]2[cH:33][cH:34][cH:35][cH:36][cH:37]2)[c:38]2[cH:39][cH:40][cH:41][cH:42][cH:43]2)[cH:44][cH:45][cH:46][cH:47][cH:48]1>>[O:1]([c:2]1[cH:3][n:4][c:5]2[n:6]3[c:11]([cH:12][c:13]2[cH:14]1)[C:10](=[O:15])[NH:9][CH2:8][CH2:7]3)[CH:17]1[CH2:18][CH2:19][N:20]([C:23](=[O:24])[O:25][C:26]([CH3:27])([CH3:28])[CH3:29])[CH2:21][CH2:22]1. The reactants are [OH-].[Li+] (lithium hydroxide), C(C)(=O)N1N=CC2=C(C(=CC(=C12)C)CC(=O)[O-])C ((1-acetyl-4,7-dimethyl-1H-indazol-5-yl)acetate), [Cl-].[NH4+] (ammonium chloride). Solvent: CO.O1CCCC1 (methanol tetrahydrofuran). Reaction conditions: time 30 minute. Product: CC1=C2C=NNC2=C(C=C1O)C (4,7-dimethyl-1H-indazol-5-ol). Isolated yield 97.3%. RXN SMILES: [OH-:1].[Li+].C([N:6]1[C:14]2[C:9](=[C:10]([CH3:20])[C:11](CC([O-])=O)=[CH:12][C:13]=2[CH3:15])[CH:8]=[N:7]1)(=O)C.[Cl-].[NH4+]>CO.O1CCCC1>[CH3:20][C:10]1[C:11]([OH:1])=[CH:12][C:13]([CH3:15])=[C:14]2[C:9]=1[CH:8]=[N:7][NH:6]2 |f:0.1,3.4,5.6|. Reported procedure: A 2N-aqueous lithium hydroxide solution (85 ml, 170 mmol) was added to a solution of (1-acetyl-4,7-dimethyl-1H-indazol-5-yl)acetate (20.3 g, 82.4 mmol) in methanol-tetrahydrofuran (1:1, 170 ml) under ice-cooling, and the resulting mixture was stirred at room temperature for 30 minutes. A saturated aqueous ammonium chloride solution was poured into the reaction solution, followed by extraction with ethyl acetate, and the extract solution was washed with a saturated aqueous sodium chloride solutio... Starting materials: C(C)(=O)OCC (ethyl acetate), COCCN(CCOC)S(F)(F)F (Bis(2-methoxyethyl)aminosulfur trifluoride), COC(=O)[C@@]12C(N(C[C@]2(CC1)CO)[C@H](C)C1=CC=CC=C1)=O ((1S,5R)-5-hydroxymethyl-2-oxo-3-[(1R)-1-phenylethyl]-3-azabicyclo[3.2.0]heptane-1-carboxylic acid methyl ester), C([O-])(O)=O.[Na+] (sodium bicarbonate). Run in O (water), ClCCl (dichloromethane). Run at temperature 50 celsius, time 12 hour. The product is COC(=O)[C@@]12C(N(C[C@]2(CC1)CF)[C@H](C)C1=CC=CC=C1)=O ((1S,5R)-5-Fluoromethyl-2-oxo-3-[(1R)-1-phenylethyl]-3-azabicyclo[3.2.0]heptane-1-carboxylic acid methyl ester). Yield: 96.0%. RXN SMILES: COCCN(S(F)(F)[F:11])CCOC.[CH3:14][O:15][C:16]([C@@:18]12[CH2:24][CH2:23][C@:22]1([CH2:25]O)[CH2:21][N:20]([C@@H:27]([C:29]1[CH:34]=[CH:33][CH:32]=[CH:31][CH:30]=1)[CH3:28])[C:19]2=[O:35])=[O:17].C(=O)(O)[O-].[Na+].C(OCC)(=O)C>ClCCl.O>[CH3:14][O:15][C:16]([C@@:18]12[CH2:24][CH2:23][C@:22]1([CH2:25][F:11])[CH2:21][N:20]([C@@H:27]([C:29]1[CH:34]=[CH:33][CH:32]=[CH:31][CH:30]=1)[CH3:28])[C:19]2=[O:35])=[O:17] |f:2.3|. Procedure details: Bis(2-methoxyethyl)aminosulfur trifluoride (1.98 mL, 10.7 mmol) was added to a solution of (1S,5R)-5-hydroxymethyl-2-oxo-3-[(1R)-1-phenylethyl]-3-azabicyclo[3.2.0]heptane-1-carboxylic acid methyl ester (1.30 g, 4.30 mmol) in dichloromethane in a nitrogen atmosphere at room temperature. The mixture was heated to 50° C. and stirred for 12 hours. Then, a saturated sodium bicarbonate solution (10 mL) was added, and the mixture was stirred for 10 minutes. The reaction solution was poured into a mixtu... Starting materials: C(C=C)OC1=CC=CC2=C1C(=C(O2)C(=O)OCC)C (Ethyl 4-allyloxy-3-methylbenzofuran-2-carboxylate), C1=CC(=CC=C1Cl)Cl (dichlorobenzene). Product: C(C=C)C=1C=CC2=C(C(=C(O2)C(=O)OCC)C)C1O (Ethyl 5-allyl-4-hydroxy-3-methylbenzofuran-2-carboxylate). The yield is 85.0%. RXN SMILES: C([O:4][C:5]1[C:10]2[C:11]([CH3:19])=[C:12]([C:14]([O:16][CH2:17][CH3:18])=[O:15])[O:13][C:9]=2[CH:8]=[CH:7][CH:6]=1)C=C.[CH:20]1[C:25](Cl)=CC=C(Cl)[CH:21]=1>>[CH2:25]([C:6]1[CH:7]=[CH:8][C:9]2[O:13][C:12]([C:14]([O:16][CH2:17][CH3:18])=[O:15])=[C:11]([CH3:19])[C:10]=2[C:5]=1[OH:4])[CH:20]=[CH2:21]. Procedure details: A solution of ethyl 4-allyloxy-3-methylbenzofuran-2-carboxylate (1.04 g, 4 mmol, Example 116) in dichlorobenzene was refluxed for 3 hours. The resulting solution was chromatographed (silica gel, 5% ethyl acetate in hexane) to give 8.7 g of the title compound (85% yield), m.p. 123° C. Starting materials: Cl.COC([C@@H](N)CCCC)=O (L-norleucine methyl ester hydrochloride), solid, FC=1C=C(C=C(C1)F)NC(C)C(=O)O (N-(3,5-difluorophenyl)-D,L-alanine). Yields the product COC([C@H](CCCC)NC(C(NC1=CC(=CC(=C1)F)F)C)=O)=O (N-[N-(3,5-difluorophenyl)-D,L-alanyl]-(S)-2-aminohexanoic acid methyl ester). Reaction SMILES: Cl.[CH3:2][O:3][C:4](=[O:11])[C@H:5]([CH2:7][CH2:8][CH2:9][CH3:10])[NH2:6].[F:12][C:13]1[CH:14]=[C:15]([NH:20][CH:21]([C:23](O)=[O:24])[CH3:22])[CH:16]=[C:17]([F:19])[CH:18]=1>>[CH3:2][O:3][C:4](=[O:11])[C@@H:5]([NH:6][C:23](=[O:24])[CH:21]([CH3:22])[NH:20][C:15]1[CH:16]=[C:17]([F:19])[CH:18]=[C:13]([F:12])[CH:14]=1)[CH2:7][CH2:8][CH2:9][CH3:10] |f:0.1|. Procedure: Following General Procedure E and using L-norleucine methyl ester hydrochloride (Sigma) and N-(3,5-difluorophenyl)-D,L-alanine, the title compound was prepared as a solid (mp=93-95° C.). The reaction was monitored by tlc (Rf=0.6 in 3% methanol/methylene chloride) and purification of this compound was by flash chromatography with 3% methanol/methylene chloride. Reactants: CC(C)(C)Nc1nc(Cl)ccc1C(N)=O, CC#N, [Na+], [OH-], O=P(Cl)(Cl)Cl, c1ccncc1. Product: CC(C)(C)Nc1nc(Cl)ccc1C#N. RXN SMILES: [C:1]([CH3:2])([CH3:3])([CH3:4])[NH:5][c:6]1[c:7]([C:8](=[O:9])[NH2:10])[cH:11][cH:12][c:13]([Cl:15])[n:14]1.[CH3:29][C:30]#[N:31].[Na+:28].[OH-:27].[P:22]([Cl:23])([Cl:24])([Cl:25])=[O:26].[cH:16]1[cH:17][cH:18][n:19][cH:20][cH:21]1>>[C:1]([CH3:2])([CH3:3])([CH3:4])[NH:5][c:6]1[c:7]([C:8]#[N:10])[cH:11][cH:12][c:13]([Cl:15])[n:14]1.